Dataset: the Open Reaction Database (ORD), a public repository of structured organic reaction records. Task: describe an organic reaction: reactants, conditions, products, and yield Starting materials: [Cl-].[Na+] (Sodium chloride), Solution, solution, C(C)[C@]([C@](C(=O)[O-])(O)CC)(O)C(=O)[O-] (diethyl-L-(+)-tartrate), [O-]O.C1(=CC=CC=C1)C(C)C.C(Cl)Cl (cumene hydroperoxide methylene chloride), ice, 384, Mg, C(C)(=O)OC1=CC=C(/C=C/CO)C=C1 (4-acetoxy-trans-cinnamylalcohol), [F-].[Na+] (sodium fluoride). The reagents and catalysts are CC([O-])C.CC([O-])C.CC([O-])C.CC([O-])C.[Ti+4] (titanium tetraisopropoxide). Run in C(Cl)Cl (methylene chloride), C(Cl)Cl (methylene chloride), C(Cl)Cl (methylene chloride). Reaction conditions: time 1 hour. Product: O1[C@@H](CO)[C@@H]1C1=CC=C(C=C1)OC(C)=O ((2S,3S)-2,3-epoxy-3-(4-acetoxyphenyl)propanol). Isolated yield 74.3%. Reaction SMILES: [C:1]([O:4][C:5]1[CH:14]=[CH:13][C:8](/[CH:9]=[CH:10]/[CH2:11][OH:12])=[CH:7][CH:6]=1)(=[O:3])[CH3:2].[O-]O.C1(C(C)C)C=CC=CC=1.C(Cl)Cl.C([C@@](C([O-])=O)(O)[C@@](CC)(O)C([O-])=[O:34])C.[F-].[Na+].[Cl-].[Na+]>C(Cl)Cl.CC(C)[O-].CC(C)[O-].CC(C)[O-].CC(C)[O-].[Ti+4]>[O:34]1[C@@H:9]([C:8]2[CH:13]=[CH:14][C:5]([O:4][C:1](=[O:3])[CH3:2])=[CH:6][CH:7]=2)[C@@H:10]1[CH2:11][OH:12] |f:1.2.3,5.6,7.8,10.11.12.13.14|. Procedure: To an ice-cooled solution of 384 Mg (2 mmol) of 4-acetoxy-trans-cinnamylalcohol (I) in 18 ml of anhydrous methylene chloride is added 1.2 ml of 3.32N-cumene hydroperoxide/methylene chloride solution under nitrogen atmosphere and the reaction mixture stirred under ice-cooling. 0.402N Solution (0.666 ml) of titanium tetraisopropoxide in methylene chloride is mixed with 0.407N solution (0.98 ml) of diethyl-L-(+)-tartrate in methylene chloride under nitrogen atmosphere, and the mixture allowed to st... The reactants are ClC1=C2C(C(NC2=CC=C1O)=O)=O (4-chloro-5-hydroxy-1H-indole-2,3-dione), NN1C(=NN=C1N)CC1=CC=C(C=C1)O (4-(4,5-diamino-4H-[1,2,4]triazol-3-ylmethyl)-phenol). The solvent is C(CO)O (ethylene glycol). Run at temperature 125 celsius, time 16 hour. The product is ClC1=C2C3=NN4C(N=C3NC2=CC=C1O)=NN=C4CC4=CC=C(C=C4)O (5-Chloro-3-(4-hydroxy-benzyl)-9H-1,2,3a,4,9,10-hexaaza-cyclopenta[b]fluoren-6-ol). As a reaction SMILES: [Cl:1][C:2]1[C:10]([OH:11])=[CH:9][CH:8]=[C:7]2[C:3]=1[C:4](=O)[C:5](=O)[NH:6]2.[NH2:14][N:15]1[C:19]([NH2:20])=[N:18][N:17]=[C:16]1[CH2:21][C:22]1[CH:27]=[CH:26][C:25]([OH:28])=[CH:24][CH:23]=1>C(O)CO>[Cl:1][C:2]1[C:10]([OH:11])=[CH:9][CH:8]=[C:7]2[C:3]=1[C:4]1[C:5]([NH:6]2)=[N:20][C:19]2=[N:18][N:17]=[C:16]([CH2:21][C:22]3[CH:27]=[CH:26][C:25]([OH:28])=[CH:24][CH:23]=3)[N:15]2[N:14]=1. Procedure: According to a cyclization procedure for Example 30, 0.60 mmol of 4-chloro-5-hydroxy-1H-indole-2,3-dione (118.5 mg) and 0.70 mmol of 4-(4,5-diamino-4H-[1,2,4]triazol-3-ylmethyl)-phenol (144 mg) in 2 mL of ethylene glycol was stirred at 125° C. overnight (16 hr). Starting materials: C(C1=CC=CC=C1)SC1=NC=2C(=CCCC2C=N1)OCC (2-(benzylthio)-8-ethoxy-5,6-dihydroquinazoline). Solvent: C(C)(=O)O (acetic acid), O (water). The product is C(C1=CC=CC=C1)SC1=NC=2C(CCCC2C=N1)=O (2-(benzylthio)-6,7-dihydroquinazolin-8(5H)-one). Yield: 74.0%. Reaction SMILES: [CH2:1]([S:8][C:9]1[N:18]=[CH:17][C:16]2[CH2:15][CH2:14][CH:13]=[C:12]([O:19]CC)[C:11]=2[N:10]=1)[C:2]1[CH:7]=[CH:6][CH:5]=[CH:4][CH:3]=1>C(O)(=O)C.O>[CH2:1]([S:8][C:9]1[N:18]=[CH:17][C:16]2[CH2:15][CH2:14][CH2:13][C:12](=[O:19])[C:11]=2[N:10]=1)[C:2]1[CH:3]=[CH:4][CH:5]=[CH:6][CH:7]=1. Procedure: 1.5 g (5 mmol) of 2-(benzylthio)-8-ethoxy-5,6-dihydroquinazoline were dissolved in 50 mL of acetic acid and 3 mL of water. The solution was stirred at refluxing temperature for 4 hours. The solvent was then removed under vacuum, the residue partitioned between dichloromethane and a NaHCO3 saturated solution. The organic layer was dried over anhydrous Na2SO4 and concentrated, giving 1.0 g (74% yield) of the title compound. Reactants: CC(C)(C)OC(=O)NCCC(=O)O, ClCCl, CCN(CC1CCNCC1)C(C)Cc1ccc2c(c1)CCO2. Product: CCN(CC1CCN(C(=O)CCNC(=O)OC(C)(C)C)CC1)C(C)Cc1ccc2c(c1)CCO2. RXN SMILES: [C:1]([CH3:2])([CH3:3])([CH3:4])[O:5][C:6](=[O:7])[NH:8][CH2:9][CH2:10][C:11](=[O:12])[OH:13].[Cl:36][CH2:37][Cl:38].[O:14]1[CH2:15][CH2:16][c:17]2[c:18]1[cH:19][cH:20][c:21]([CH2:23][CH:24]([CH3:25])[N:26]([CH2:27][CH3:28])[CH2:29][CH:30]1[CH2:31][CH2:32][NH:33][CH2:34][CH2:35]1)[cH:22]2>>[C:1]([CH3:2])([CH3:3])([CH3:4])[O:5][C:6](=[O:7])[NH:8][CH2:9][CH2:10][C:11](=[O:13])[N:33]1[CH2:32][CH2:31][CH:30]([CH2:29][N:26]([CH:24]([CH2:23][c:21]2[cH:20][cH:19][c:18]3[c:17]([cH:22]2)[CH2:16][CH2:15][O:14]3)[CH3:25])[CH2:27][CH3:28])[CH2:35][CH2:34]1. Reactants: C1(=CC=C(C=C1)S(=O)(=O)O)C.N[C@@H](CC(C)C)C(=O)OCC1=CC=CC=C1 (benzyl leucinate p-toluenesulfonate), C([O-])(O)=O.[Na+] (sodium bicarbonate). The product is N[C@@H](CC(C)C)C(=O)OCC1=CC=CC=C1 (benzyl leucinate). Reaction SMILES: C1(C)C=CC(S(O)(=O)=O)=CC=1.[NH2:12][C@H:13]([C:18]([O:20][CH2:21][C:22]1[CH:27]=[CH:26][CH:25]=[CH:24][CH:23]=1)=[O:19])[CH2:14][CH:15]([CH3:17])[CH3:16].C(=O)(O)[O-].[Na+]>>[NH2:12][C@H:13]([C:18]([O:20][CH2:21][C:22]1[CH:27]=[CH:26][CH:25]=[CH:24][CH:23]=1)=[O:19])[CH2:14][CH:15]([CH3:17])[CH3:16] |f:0.1,2.3|. Procedure: Approximately 13.2 grams (0.0336 mole) of benzyl leucinate p-toluenesulfonate is treated with sodium bicarbonate to provide benzyl leucinate, which is recovered by methylene chloride extraction. In a 200 ml 3 neck flask equipped with a nitrogen gas inlet and outlet adaptors and a magnetic stirrer, 6.25 grams (0.34 mole) of dicyclohexylcarbodiimide is dissolved in 30 milliliters of freshly distilled dry CH2Cl2, and the recovered benzyl leucinate is added thereto. The mixture is maintained under a... Starting materials: CN(C(=O)OC(C)(C)C)c1cc(Cl)ccc1[N+](=O)[O-], CN(C)C=O, [H-], Nc1cccc(O)c1, [Na+]. Product: CN(C(=O)OC(C)(C)C)c1cc(Oc2cccc(N)c2)ccc1[N+](=O)[O-]. As a reaction SMILES: [C:11]([CH3:12])([CH3:13])([CH3:14])[O:15][C:16]([N:17]([CH3:18])[c:19]1[c:20]([N+:26](=[O:27])[O-:28])[cH:21][cH:22][c:23]([Cl:25])[cH:24]1)=[O:29].[CH3:30][N:31]([CH3:32])[CH:33]=[O:34].[H-:1].[NH2:3][c:4]1[cH:5][cH:6][cH:7][c:8]([OH:9])[cH:10]1.[Na+:2]>>[NH2:3][c:4]1[cH:5][cH:6][cH:7][c:8]([O:9][c:23]2[cH:22][cH:21][c:20]([N+:26](=[O:27])[O-:28])[c:19]([N:17]([C:16]([O:15][C:11]([CH3:12])([CH3:13])[CH3:14])=[O:29])[CH3:18])[cH:24]2)[cH:10]1. Reactants: C[SiH2]OC(C)(C1CNC(=O)c2cc3cc(O)ccc3n21)C(C)(C)C(C)C, CC(C)N1CCC(O)CC1, c1ccc(P(c2ccccc2)c2ccccc2)cc1. Yields the product C[SiH2]OC(C)(C1CNC(=O)c2cc3cc(OC4CCN(C(C)C)CC4)ccc3n21)C(C)(C)C(C)C. As a reaction SMILES: [CH3:1][SiH2:2][O:3][C:4]([CH:5]1[CH2:6][NH:7][C:8](=[O:19])[c:9]2[n:10]1[c:11]1[cH:12][cH:13][c:14]([OH:18])[cH:15][c:16]1[cH:17]2)([C:20]([CH:21]([CH3:22])[CH3:23])([CH3:24])[CH3:25])[CH3:26].[CH:27]([CH3:28])([CH3:29])[N:30]1[CH2:31][CH2:32][CH:33]([OH:36])[CH2:34][CH2:35]1.[c:37]1([P:38]([c:39]2[cH:40][cH:41][cH:42][cH:43][cH:44]2)[c:45]2[cH:46][cH:47][cH:48][cH:49][cH:50]2)[cH:51][cH:52][cH:53][cH:54][cH:55]1>>[CH3:1][SiH2:2][O:3][C:4]([CH:5]1[CH2:6][NH:7][C:8](=[O:19])[c:9]2[n:10]1[c:11]1[cH:12][cH:13][c:14]([O:18][CH:33]3[CH2:32][CH2:31][N:30]([CH:27]([CH3:28])[CH3:29])[CH2:35][CH2:34]3)[cH:15][c:16]1[cH:17]2)([C:20]([CH:21]([CH3:22])[CH3:23])([CH3:24])[CH3:25])[CH3:26].